describe an organic reaction: reactants, conditions, products, and yield From a dataset of the Open Reaction Database (ORD), a public repository of structured organic reaction records. Reactants: CC1=CC=C(C=C1)OC (p-methyl anisole), [N+](=O)([O-])[O-].[Ce+4].[NH4+].[N+](=O)([O-])[O-].[N+](=O)([O-])[O-].[N+](=O)([O-])[O-].[N+](=O)([O-])[O-] (ammonium cerium(IV) nitrate). The solvent is CO (methanol). Reaction conditions: time 30 minute. The product is COC=1C=CC(=CC1)C=O (anisaldehyde). Isolated yield 96.2%. As a reaction SMILES: [CH3:1][C:2]1[CH:7]=[CH:6][C:5]([O:8][CH3:9])=[CH:4][CH:3]=1.[N+]([O-])([O-])=[O:11].[Ce+4].[NH4+].[N+]([O-])([O-])=O.[N+]([O-])([O-])=O.[N+]([O-])([O-])=O.[N+]([O-])([O-])=O>CO>[CH3:9][O:8][C:5]1[CH:6]=[CH:7][C:2]([CH:1]=[O:11])=[CH:3][CH:4]=1 |f:1.2.3.4.5.6.7|. Reported procedure: A 1.22 g quantity of p-methyl anisole and 23.0 g of ammonium cerium(IV) nitrate are placed into a reactor, and 100 ml of methanol is further placed into the reactor. The mixture is stirred at room temperature for about 30 minutes. After the completion of the reaction, the methanol is distilled off from the reaction mixture. The residue is diluted with water and then subjected to extraction with benzene three times. The extract is washed with an aqueous solution of sodium chloride, dried over anh... Reactants: BrC1=C(C(=O)OC)C=CC(=C1)Br (methyl 2,4-dibromobenzoate), BrC1=C(C(=O)OC)C=CC(=C1)Br (methyl 2,4-dibromobenzoate), C1CCOC1 (THF), CC[Mg+].[Br-] (EtMgBr), C1CCOC1 (THF). Reagents/catalysts: [Zn+2].[Br-].[Br-] (ZnBr2), C1=CC=C(C=C1)P([C-]2C=CC=C2)C3=CC=CC=C3.C1=CC=C(C=C1)P([C-]2C=CC=C2)C3=CC=CC=C3.Cl[Pd]Cl.[Fe+2] (PdCl2(dppf)). Conditions: time 0.5 hour. The product is C(C)C1=C(C(=O)OC)C=CC(=C1)CC (methyl 2,4-diethylbenzoate). Yield: 96.0%. As a reaction SMILES: [CH3:1][CH2:2][Mg+].[Br-].Br[C:6]1[CH:15]=[C:14](Br)[CH:13]=[CH:12][C:7]=1[C:8]([O:10][CH3:11])=[O:9].[CH2:17]1COC[CH2:18]1>[Zn+2].[Br-].[Br-].C1C=CC(P(C2C=CC=CC=2)[C-]2C=CC=C2)=CC=1.C1C=CC(P(C2C=CC=CC=2)[C-]2C=CC=C2)=CC=1.Cl[Pd]Cl.[Fe+2]>[CH2:17]([C:6]1[CH:15]=[C:14]([CH2:2][CH3:1])[CH:13]=[CH:12][C:7]=1[C:8]([O:10][CH3:11])=[O:9])[CH3:18] |f:0.1,4.5.6,7.8.9.10|. Procedure details: To stirred mixture of ZnBr2 (40.0 g, 176 mmol, 5.44 equiv, 99%) in THF (100 mL) under nitrogen at 0° C. was added dropwise EtMgBr (60 mL, 3 M in THF). After 0.5 h at 0° C., the temperature was lowered to −78° C. and PdCl2(dppf) (3.72 g, 5.03 mmol, 0.16 equiv, 99%) was added followed by the dropwise addition of a solution of methyl 2,4-dibromobenzoate (compound 204.1, 10.0 g, 32.3 mmol, 1.00 equiv, 95%) in THF (200 mL). The reaction was stirred overnight at room temperature, then carefully quench... The reactants are NC=1N=NC(=C(N1)C)C (3-amino-5,6-dimethyl-1,2,4-triazine), COC(=O)C1=C(C=CC=C1)S(=O)(=O)N=C=O (2-methoxycarbonylbenzenesulfonylisocyanate). The solvent is C(C)#N (acetonitrile). Reaction conditions: time 24 hour. The product is CC=1N=C(N=NC1C)NC(=O)NS(=O)(=O)C1=C(C=CC=C1)C(=O)OC (N-[(5,6-dimethyl-1,2,4-triazin-3-yl)aminocarbonyl]-2-methoxycarbonylbenzenesulfonamide). Isolated yield 70.8%. RXN SMILES: [NH2:1][C:2]1[N:3]=[N:4][C:5]([CH3:9])=[C:6]([CH3:8])[N:7]=1.[CH3:10][O:11][C:12]([C:14]1[CH:19]=[CH:18][CH:17]=[CH:16][C:15]=1[S:20]([N:23]=[C:24]=[O:25])(=[O:22])=[O:21])=[O:13]>C(#N)C>[CH3:8][C:6]1[N:7]=[C:2]([NH:1][C:24]([NH:23][S:20]([C:15]2[CH:16]=[CH:17][CH:18]=[CH:19][C:14]=2[C:12]([O:11][CH3:10])=[O:13])(=[O:22])=[O:21])=[O:25])[N:3]=[N:4][C:5]=1[CH3:9]. Procedure details: To a stirred suspension of 1.2 g of 3-amino-5,6-dimethyl-1,2,4-triazine in 25 ml of anhydrous acetonitrile was added at ambient temperature 2.4 g of 2-methoxycarbonylbenzenesulfonylisocyanate. After stirring for 24 hours at ambient temperature, the resultant precipitate was filtered off to yield 2.5 g of the desired compound melting at 150°-151°. It showed infrared absorption peaks at 1700, 1680 and 1550 cm-1, consistent for N-[(5,6-dimethyl-1,2,4-triazin-3-yl)-aminocarbonyl]-2-methoxycarbonylbe... Reactants: C1CCOC1, CC(O)(CC#N)c1ccccc1. The product is CC(O)(CCN)c1ccccc1. Reaction SMILES: [CH2:13]1[O:14][CH2:15][CH2:16][CH2:17]1.[OH:1][C:2]([CH2:3][C:4]#[N:5])([CH3:6])[c:7]1[cH:8][cH:9][cH:10][cH:11][cH:12]1>>[OH:1][C:2]([CH2:3][CH2:4][NH2:5])([CH3:6])[c:7]1[cH:8][cH:9][cH:10][cH:11][cH:12]1. Reactants: O=C([O-])O, CCO, Clc1ccc(CNc2nc(Cl)cc(Cl)n2)cc1, [Na+], CCOC(=O)CS. Yields the product CCOC(=O)CSc1cc(Cl)nc(NCc2ccc(Cl)cc2)n1. Reaction SMILES: [C:25](=[O:26])([OH:27])[O-:28].[CH3:30][CH2:31][OH:32].[Cl:1][c:2]1[n:3][c:4]([NH:9][CH2:10][c:11]2[cH:12][cH:13][c:14]([Cl:17])[cH:15][cH:16]2)[n:5][c:6]([Cl:8])[cH:7]1.[Na+:29].[SH:18][CH2:19][C:20](=[O:21])[O:22][CH2:23][CH3:24]>>[c:2]1([S:18][CH2:19][C:20](=[O:21])[O:22][CH2:23][CH3:24])[n:3][c:4]([NH:9][CH2:10][c:11]2[cH:12][cH:13][c:14]([Cl:17])[cH:15][cH:16]2)[n:5][c:6]([Cl:8])[cH:7]1. Reactants: COC(=O)c1cc(Oc2ccc(S(C)(=O)=O)cc2)cc2c1CC(C)O2, COC(=O)c1cc(O)cc2c1CC(C)(C)O2. Yields the product COC(=O)c1cc(Oc2ccc(S(C)(=O)=O)cc2)cc2c1CC(C)(C)O2. Reaction SMILES: [CH3:1][O:2][C:3](=[O:4])[c:5]1[cH:6][c:7]([O:15][c:16]2[cH:17][cH:18][c:19]([S:22](=[O:23])(=[O:24])[CH3:25])[cH:20][cH:21]2)[cH:8][c:9]2[c:10]1[CH2:11][CH:12]([CH3:14])[O:13]2.[CH3:26][O:27][C:28]([c:29]1[cH:30][c:31]([OH:32])[cH:33][c:34]2[c:40]1[CH2:39][C:36]([CH3:37])([CH3:38])[O:35]2)=[O:41]>>[CH3:1][O:2][C:3](=[O:4])[c:5]1[cH:6][c:7]([O:15][c:16]2[cH:17][cH:18][c:19]([S:22](=[O:23])(=[O:24])[CH3:25])[cH:20][cH:21]2)[cH:8][c:9]2[c:10]1[CH2:11][C:12]([CH3:14])([CH3:26])[O:13]2. The reactants are O=C([O-])[O-], CS(C)=O, CCOC(C)=O, O=[N+]([O-])c1cccc(F)c1, [K+], [K+], C1CC(N2CCOCC2)CCN1, O. Product: O=[N+]([O-])c1cccc(N2CCC(N3CCOCC3)CC2)c1. RXN SMILES: [C:11](=[O:12])([O-:13])[O-:14].[CH3:30][S:31](=[O:32])[CH3:33].[CH3:34][CH2:35][O:36][C:37](=[O:38])[CH3:39].[F:1][c:2]1[cH:3][c:4]([N+:8](=[O:9])[O-:10])[cH:5][cH:6][cH:7]1.[K+:15].[K+:16].[NH:17]1[CH2:18][CH2:19][CH:20]([N:23]2[CH2:24][CH2:25][O:26][CH2:27][CH2:28]2)[CH2:21][CH2:22]1.[OH2:29]>>[c:2]1([N:17]2[CH2:18][CH2:19][CH:20]([N:23]3[CH2:24][CH2:25][O:26][CH2:27][CH2:28]3)[CH2:21][CH2:22]2)[cH:3][c:4]([N+:8](=[O:9])[O-:10])[cH:5][cH:6][cH:7]1.